Dataset: the Open Reaction Database (ORD), a public repository of structured organic reaction records. Task: describe an organic reaction: reactants, conditions, products, and yield Starting materials: ClP1OC2=C(C(O1)=O)C=CC=C2 (2-chloro-4H-1,3,2-benzodioxaphosphorin-4-one), CCN(C(C)C)C(C)C (DIEA), OCC(=CCC1=C(C(=C2COC(C2=C1OCC[Si](C)(C)C)=O)C)OC)C (6-(4-hydroxy-3-methyl-but-2-enyl)-5-methoxy-4-methyl-7-(2-trimethylsilanyl-ethoxy)-3H-isobenzofuran-1-one), CCN(C(C)C)C(C)C (DIEA), ClP1OC2=C(C(O1)=O)C=CC=C2 (2-chloro-4H-1,3,2-benzodioxaphosphorin-4-one). The solvent is O1CCOCC1 (dioxane). Run at time 10 minute. Product: COC1=C(C(=C2C(OCC2=C1C)=O)OCC[Si](C)(C)C)CC=C(COP(O)O)C (Phosphorous acid mono-{4-[6-methoxy-7-methyl-3-oxo-4-(2-trimethylsilanyl-ethoxy)-1,3-dihydro-isobenzofuran-5-yl]-2-methyl-but-2-enyl} ester). Reaction SMILES: [OH:1][CH2:2][C:3]([CH3:26])=[CH:4][CH2:5][C:6]1[C:14]([O:15][CH2:16][CH2:17][Si:18]([CH3:21])([CH3:20])[CH3:19])=[C:13]2[C:9]([CH2:10][O:11][C:12]2=[O:22])=[C:8]([CH3:23])[C:7]=1[O:24][CH3:25].CCN(C(C)C)C(C)C.Cl[P:37]1[O:42]C(=O)C2C=CC=CC=2[O:38]1>O1CCOCC1>[CH3:25][O:24][C:7]1[C:8]([CH3:23])=[C:9]2[C:13]([C:12](=[O:22])[O:11][CH2:10]2)=[C:14]([O:15][CH2:16][CH2:17][Si:18]([CH3:20])([CH3:19])[CH3:21])[C:6]=1[CH2:5][CH:4]=[C:3]([CH3:26])[CH2:2][O:1][P:37]([OH:42])[OH:38]. Procedure details: To a solution of 6-(4-hydroxy-3-methyl-but-2-enyl)-5-methoxy-4-methyl-7-(2-trimethylsilanyl-ethoxy)-3H-isobenzofuran-1-one (75 mg, 0.20 mmol) and DIEA (49 μL, 0.28 mmol) in dioxane (2 mL) was added 2-chloro-4H-1,3,2-benzodioxaphosphorin-4-one (56.7 mg, 0.28 mmol) according the procedure of Shadid, B. et al., Tetrahedron, 1989, 45, 12, 3889. After 10 minutes, another portion of 2-chloro-4H-1,3,2-benzodioxaphosphorin-4-one (40 mg, 0.20 mmol) and DIEA (35 μL, 0.20 mmol) were added. The reaction was... Starting materials: O=C([O-])[O-], CCCBr, CC(C)=O, O=c1c2ccccc2sc2c(O)ccc(Cl)c12, [K+], [K+]. Product: CCCOc1ccc(Cl)c2c(=O)c3ccccc3sc12. As a reaction SMILES: [C:18](=[O:19])([O-:20])[O-:21].[CH2:24]([CH2:25][CH3:26])[Br:27].[CH3:28][C:29](=[O:30])[CH3:31].[Cl:1][c:2]1[cH:3][cH:4][c:5]([OH:17])[c:6]2[s:7][c:8]3[cH:9][cH:10][cH:11][cH:12][c:13]3[c:14](=[O:16])[c:15]12.[K+:22].[K+:23]>>[Cl:1][c:2]1[cH:3][cH:4][c:5]([O:17][CH2:24][CH2:25][CH3:26])[c:6]2[s:7][c:8]3[cH:9][cH:10][cH:11][cH:12][c:13]3[c:14](=[O:16])[c:15]12. Starting materials: COC=1C=CC2=C(SC(=C2C(=O)C2=CC(=C(C=C2)CN2CCCC2)Br)C2=CC=C(C=C2)OCCN2CCCC2)C1 (3-bromo-4-[(1-pyrrolidinyl)methyl]phenyl 6-methoxy-2-[4-[2-(1-pyrrolidinyl)ethoxy]phenyl]benzo[b]thiophen-3-yl ketone), [H-].[H-].[H-].[H-].[Li+].[Al+3] (LAH), C(=O)(C(F)(F)F)O (TFA), C(=O)(C(F)(F)F)O (TFA), C(C)[SiH](CC)CC (Triethylsilane), EtOAc(100-95%) Et3N(0-5%). Reagents/catalysts: O (water), [OH-].[Na+] (NaOH), O (water). Solvent: C1CCOC1 (THF). Conditions: time 1 hour. The product is BrC=1C=C(CC=2C3=C(SC2C2=CC=C(C=C2)OCCN2CCCC2)C=C(C=C3)OC)C=CC1CN1CCCC1 (3-[3-Bromo-4-[(1-pyrrolidinyl)methyl]benzyl]6-methoxy-2-[4-[2-(1-pyrrolidinyl)ethoxy]phenyl]benzo[b]thiophene). Isolated yield 72.2%. RXN SMILES: [CH3:1][O:2][C:3]1[CH:4]=[CH:5][C:6]2[C:10]([C:11]([C:13]3[CH:18]=[CH:17][C:16]([CH2:19][N:20]4[CH2:24][CH2:23][CH2:22][CH2:21]4)=[C:15]([Br:25])[CH:14]=3)=O)=[C:9]([C:26]3[CH:31]=[CH:30][C:29]([O:32][CH2:33][CH2:34][N:35]4[CH2:39][CH2:38][CH2:37][CH2:36]4)=[CH:28][CH:27]=3)[S:8][C:7]=2[CH:40]=1.[H-].[H-].[H-].[H-].[Li+].[Al+3].C([SiH](CC)CC)C.C(O)(C(F)(F)F)=O>C1COCC1.O.[OH-].[Na+]>[Br:25][C:15]1[CH:14]=[C:13]([CH:18]=[CH:17][C:16]=1[CH2:19][N:20]1[CH2:21][CH2:22][CH2:23][CH2:24]1)[CH2:11][C:10]1[C:6]2[CH:5]=[CH:4][C:3]([O:2][CH3:1])=[CH:40][C:7]=2[S:8][C:9]=1[C:26]1[CH:27]=[CH:28][C:29]([O:32][CH2:33][CH2:34][N:35]2[CH2:36][CH2:37][CH2:38][CH2:39]2)=[CH:30][CH:31]=1 |f:1.2.3.4.5.6,11.12|. Procedure details: To 4-[3-bromo-4-[(1-pyrrolidinyl)methyl]phenyl 6-methoxy-2-[4-[2-(1-pyrrolidinyl)ethoxy]phenyl]benzo[b]thiophen-3-yl ketone (Example 137; part C) (0.2 g; 0.32 mmol) in 3.0 mL of THF was added 18.4 mg (0.48 mmol) of LAH at 0° C. The bath was removed and the mixture was stirred for 1 h. Hydrolysis was effected by addition of 1 drop of water, 1 drop of 5N NaOH, and 3 drops of water, followed by stirring for 1 h. The mixture was filtered, the filtrate was concentrated and, the intermediate carbinol ... Starting materials: ClC1=C(C=CC(=C1)N1CCOCC1)S(=O)(=O)[C@@H]1C[C@H](N(C1)C(=O)C1(CC1)C1=CC=C(C=C1)Cl)C(=O)O ((2S,4R)-4-(2-Chloro-4-morpholin-4-yl-benzenesulfonyl)-1-[1-(4-chloro-phenyl)-cyclopropane carbonyl]-pyrrolidine-2-carboxylic acid), C1(CC1)NC(C([C@H](CC)N)=O)=O ((S)-3-Amino-2-oxo-pentanoic acid cyclopropylamide). Product: ClC1=C(C=CC(=C1)N1CCOCC1)S(=O)(=O)[C@@H]1C[C@H](N(C1)C(=O)C1(CC1)C1=CC=C(C=C1)Cl)C(=O)N[C@H](C(C(=O)NC1CC1)=O)CC ((2S,4R)-4-(2-chloro-4-morpholinophenylsulfonyl)-1-(1-(4-chlorophenyl)cyclopropanecarbonyl)-N—((S)-1-(cyclopropylamino)-1,2-dioxopentan-3-yl)pyrrolidine-2-carboxamide). Reaction SMILES: [Cl:1][C:2]1[CH:7]=[C:6]([N:8]2[CH2:13][CH2:12][O:11][CH2:10][CH2:9]2)[CH:5]=[CH:4][C:3]=1[S:14]([C@H:17]1[CH2:21][N:20]([C:22]([C:24]2([C:27]3[CH:32]=[CH:31][C:30]([Cl:33])=[CH:29][CH:28]=3)[CH2:26][CH2:25]2)=[O:23])[C@H:19]([C:34](O)=[O:35])[CH2:18]1)(=[O:16])=[O:15].[CH:37]1([NH:40][C:41](=[O:48])[C:42](=[O:47])[C@@H:43]([NH2:46])[CH2:44][CH3:45])[CH2:39][CH2:38]1>>[Cl:1][C:2]1[CH:7]=[C:6]([N:8]2[CH2:9][CH2:10][O:11][CH2:12][CH2:13]2)[CH:5]=[CH:4][C:3]=1[S:14]([C@H:17]1[CH2:21][N:20]([C:22]([C:24]2([C:27]3[CH:28]=[CH:29][C:30]([Cl:33])=[CH:31][CH:32]=3)[CH2:26][CH2:25]2)=[O:23])[C@H:19]([C:34]([NH:46][C@@H:43]([CH2:44][CH3:45])[C:42](=[O:47])[C:41]([NH:40][CH:37]2[CH2:39][CH2:38]2)=[O:48])=[O:35])[CH2:18]1)(=[O:15])=[O:16]. Procedure: The title compound was prepared in analogy to Example 1, using (2S,4R)-4-(2-Chloro-4-morpholin-4-yl-benzenesulfonyl)-1-[1-(4-chloro-phenyl)-cyclopropane carbonyl]-pyrrolidine-2-carboxylic acid and (S)-3-Amino-2-oxo-pentanoic acid cyclopropylamide in step 1. MS (m/e)=705.19 [M+H+]. Product: CC1(CCCC=O)CCCC2(CO1)OCCO2. Reactants: CC1(CCCCO)CCCC2(CO1)OCCO2, ClCCl, O=[Cr](=O)=O, O=[Cr](=O)=O, c1ccncc1, c1ccncc1. Reaction SMILES: [CH2:1]1[O:2][C:3]2([CH2:4][CH2:5][CH2:6][C:7]([CH3:10])([CH2:11][CH2:12][CH2:13][CH2:14][OH:15])[O:8][CH2:9]2)[O:16][CH2:17]1.[CH2:38]([Cl:39])[Cl:40].[O:24]=[Cr:25](=[O:26])=[O:27].[O:34]=[Cr:35](=[O:36])=[O:37].[cH:18]1[cH:19][cH:20][n:21][cH:22][cH:23]1.[cH:28]1[cH:29][cH:30][n:31][cH:32][cH:33]1>>[CH2:1]1[O:2][C:3]2([CH2:4][CH2:5][CH2:6][C:7]([CH3:10])([CH2:11][CH2:12][CH2:13][CH:14]=[O:15])[O:8][CH2:9]2)[O:16][CH2:17]1. Starting materials: C1CCCCCCCCC1 (cyclodecane), C1CCCCCCCCC1 (cyclodecane), ON1C(C=2C(C1=O)=CC=CC2)=O (N-hydroxyphthalimide), Co(AA)2, C(C)(=O)O (acetic acid), O=O (oxygen). Product: C1(CCCCCCCCC1)=O (cyclodecanone), C(CCCCCCCCC(=O)O)(=O)O (sebacic acid), C1(C(CCCCCCCC1)=O)=O (cyclodecanedione). Yield: 5.0%. As a reaction SMILES: [CH2:1]1[CH2:10][CH2:9][CH2:8][CH2:7][CH2:6][CH2:5][CH2:4][CH2:3][CH2:2]1.[OH:11]N1[C:16](=[O:17])[C:15]2=[CH:18][CH:19]=[CH:20][CH:21]=[C:14]2[C:13]1=[O:22].[O:23]=O.[C:25]([OH:28])(=[O:27])[CH3:26]>>[C:1]1(=[O:11])[CH2:10][CH2:9][CH2:8][CH2:7][CH2:6][CH2:5][CH2:4][CH2:3][CH2:2]1.[C:25]([OH:28])(=[O:27])[CH2:26][CH2:16][CH2:15][CH2:18][CH2:19][CH2:20][CH2:21][CH2:14][C:13]([OH:22])=[O:23].[C:25]1(=[O:28])[CH2:26][CH2:13][CH2:14][CH2:21][CH2:20][CH2:19][CH2:18][CH2:15][C:16]1=[O:17]. Procedure: A mixture of 1.40 grams (10 millimoles) of cyclodecane, 0.13 gram (0.8 millimole) of N-hydroxyphthalimide, 0.015 gram (0.06 millimole) of Co(AA)2 and 25 milliliters of acetic acid was stirred in an oxygen atmosphere at a temperature of 100° C. for six hours. As a result, cyclodecane was transformed into cyclodecanone (yield 39%), sebacic acid (yield 48%) and cyclodecanedione (yield 5%) with a transformation rate of 96%. The reactants are C(O)([O-])=O.[Na+] (sodium hydrogencarbonate), FC(S(=O)(=O)O)(F)F.FC(S(=O)(=O)O)(F)F.S[C@H]1C[C@H](N(C1)C(=O)OCC1=CC=C(C=C1)[N+](=O)[O-])C(=O)N1CCN(CC1)CCOC(=O)OCC1=CC=C(C=C1)[N+](=O)[O-] ((2S,4S)-4-mercapto-2-{4-[2-(4-nitrobenzyloxycarbonyl)oxyethyl]-1-piperazinylcarbonyl}-1-(4-nitrobenzyloxycarbonyl)pyrrolidine bis(trifluoromethanesulfonate)). Yields the product S[C@H]1C[C@H](N(C1)C(=O)OCC1=CC=C(C=C1)[N+](=O)[O-])C(=O)N1CCN(CC1)CCOC(=O)OCC1=CC=C(C=C1)[N+](=O)[O-] ((2S,4S)-4-Mercapto-2-(4-[2-(4-nitrobenzyloxycarbonyl)oxyethyl]-1-piperazinylcarbonyl)-1-(4-nitrobenzyloxycarbonyl)pyrrolidine). The yield is 88.6%. As a reaction SMILES: C(=O)([O-])O.[Na+].FC(F)(F)S(O)(=O)=O.FC(F)(F)S(O)(=O)=O.[SH:22][C@@H:23]1[CH2:27][N:26]([C:28]([O:30][CH2:31][C:32]2[CH:37]=[CH:36][C:35]([N+:38]([O-:40])=[O:39])=[CH:34][CH:33]=2)=[O:29])[C@H:25]([C:41]([N:43]2[CH2:48][CH2:47][N:46]([CH2:49][CH2:50][O:51][C:52]([O:54][CH2:55][C:56]3[CH:61]=[CH:60][C:59]([N+:62]([O-:64])=[O:63])=[CH:58][CH:57]=3)=[O:53])[CH2:45][CH2:44]2)=[O:42])[CH2:24]1>>[SH:22][C@@H:23]1[CH2:27][N:26]([C:28]([O:30][CH2:31][C:32]2[CH:33]=[CH:34][C:35]([N+:38]([O-:40])=[O:39])=[CH:36][CH:37]=2)=[O:29])[C@H:25]([C:41]([N:43]2[CH2:44][CH2:45][N:46]([CH2:49][CH2:50][O:51][C:52]([O:54][CH2:55][C:56]3[CH:57]=[CH:58][C:59]([N+:62]([O-:64])=[O:63])=[CH:60][CH:61]=3)=[O:53])[CH2:47][CH2:48]2)=[O:42])[CH2:24]1 |f:0.1,2.3.4|. Procedure: 20 ml of a 5% w/v aqueous solution of sodium hydrogencarbonate was added to 862 mg of (2S,4S)-4-mercapto-2-{4-[2-(4-nitrobenzyloxycarbonyl)oxyethyl]-1-piperazinylcarbonyl}-1-(4-nitrobenzyloxycarbonyl)pyrrolidine bis(trifluoromethanesulfonate), and the mixture was extracted with 50 ml of ethyl acetate. The extract was washed with water and dried over anhydrous magnesium sulfate. The solvent was removed by distillation under reduced pressure, and the resulting residue was purified by column chroma... The reactants are C[O-].[Na+] (sodium methylate), ClC=1N(C(C=C(N1)C(F)(F)F)=O)C=1C=CC2=C(N(C(CO2)=O)CC#C)C1 (6-[2-chloro-6-oxo-4-trifluoromethyl-1(6H)pyrimidinyl]-4-(2-propynyl)-2H-1,4-benzoxazin-3(4H)-one). Run in CO (methanol), CO (methanol). Reaction conditions: temperature 0 celsius, time 15 minute. Product: COC=1N(C(C=C(N1)C(F)(F)F)=O)C=1C=CC2=C(N(C(CO2)=O)CC#C)C1 (6-[2-methoxy-6-oxo-4-trifluoromethyl-1(6H)-pyrimidinyl]-4-(2-propynyl)-2H-1,4-benzoxazin-3(4H)-one). Reaction SMILES: [CH3:1][O-:2].[Na+].Cl[C:5]1[N:6]([C:16]2[CH:17]=[CH:18][C:19]3[O:24][CH2:23][C:22](=[O:25])[N:21]([CH2:26][C:27]#[CH:28])[C:20]=3[CH:29]=2)[C:7](=[O:15])[CH:8]=[C:9]([C:11]([F:14])([F:13])[F:12])[N:10]=1>CO>[CH3:1][O:2][C:5]1[N:6]([C:16]2[CH:17]=[CH:18][C:19]3[O:24][CH2:23][C:22](=[O:25])[N:21]([CH2:26][C:27]#[CH:28])[C:20]=3[CH:29]=2)[C:7](=[O:15])[CH:8]=[C:9]([C:11]([F:14])([F:13])[F:12])[N:10]=1 |f:0.1|. Procedure details: A solution of 1.08 g of sodium methylate in 10 ml of methanol is added at 20° C. while stirring to a solution of 7.65 g of 6-[2-chloro-6-oxo-4-trifluoromethyl-1(6H)pyrimidinyl]-4-(2-propynyl)-2H-1,4-benzoxazin-3(4H)-one in 300 ml of absolute methanol. A suspension forms during 15 minutes and the temperature rises to 30° C. The reaction mixture is concentrated at 40°-50° C. under reduced pressure and the residue is dissolved in 500 ml of ethyl acetate. The organic phase is washed twice with 200 m... The reactants are CCOC(=O)C(Cc1ccc(OCCNC(=O)c2ccc(OCC(F)(F)C(F)F)nc2)cc1)Oc1ccc(C(C)C)cc1, [Na+], [OH-]. Yields the product CC(C)c1ccc(OC(Cc2ccc(OCCNC(=O)c3ccc(OCC(F)(F)C(F)F)nc3)cc2)C(=O)[O-])cc1, [Na+]. Reaction SMILES: [F:1][C:2]([CH2:3][O:4][c:5]1[n:6][cH:7][c:8]([C:11](=[O:12])[NH:13][CH2:14][CH2:15][O:16][c:17]2[cH:18][cH:19][c:20]([CH2:23][CH:24]([C:25](=[O:26])[O:27][CH2:28][CH3:29])[O:30][c:31]3[cH:32][cH:33][c:34]([CH:37]([CH3:38])[CH3:39])[cH:35][cH:36]3)[cH:21][cH:22]2)[cH:9][cH:10]1)([CH:40]([F:41])[F:42])[F:43].[Na+:45].[OH-:44]>>[F:1][C:2]([CH2:3][O:4][c:5]1[n:6][cH:7][c:8]([C:11](=[O:12])[NH:13][CH2:14][CH2:15][O:16][c:17]2[cH:18][cH:19][c:20]([CH2:23][CH:24]([C:25](=[O:26])[O-:27])[O:30][c:31]3[cH:32][cH:33][c:34]([CH:37]([CH3:38])[CH3:39])[cH:35][cH:36]3)[cH:21][cH:22]2)[cH:9][cH:10]1)([CH:40]([F:41])[F:42])[F:43].[Na+:45]. Starting materials: Example 1 ( e ), Cl (hydrogen chloride), solution, FC1=CC=C(C=C1)C1C(CN(CC1)C(=O)OCC[Si](C)(C)C)OCC1=CC2=CC=CC=C2C(=C1)OCC1=CC(=CC=C1)OCOCC[Si](C)(C)C (2-trimethylsilylethyl (3RS,4RS)-4-(4-fluorophenyl)-3-[4-[3-(2-trimethylsilyl-ethoxymethoxy)-benzyloxy]-naphthalen-2-ylmethoxy]-piperidine-1-carboxylate), [F-].C(CCC)[N+](CCCC)(CCCC)CCCC (tetrabutylammonium fluoride), Example 5 ( g ). Run in CO (methanol), FC1=CC=C(C=C1)C1C(CNCC1)OCC1=CC2=CC=CC=C2C(=C1)OCC1=CC(=CC=C1)OCOCC[Si](C)(C)C.O1CCCC1 (tetrahydrofuran (3RS, 4RS)-4-(4-fluorophenyl)-3-[4-[3-(2-trimethylsilyl-ethoxymethoxy)-benzyloxy]-naphthalen-2-ylmethoxy]-piperidine). The product is FC1=CC=C(C=C1)C1C(CNCC1)OCC1=CC2=CC=CC=C2C(=C1)OCC1=CC(=CC=C1)O ((3RS,4RS)-4-(4-fluorophenyl)-3-[4-[3-hydroxy-benzyloxy]-naphthalen-2-ylmethoxy]-piperidine). Reaction SMILES: [F:1][C:2]1[CH:7]=[CH:6][C:5]([CH:8]2[CH2:13][CH2:12][N:11](C(OCC[Si](C)(C)C)=O)[CH2:10][CH:9]2[O:23][CH2:24][C:25]2[CH:34]=[C:33]([O:35][CH2:36][C:37]3[CH:42]=[CH:41][CH:40]=[C:39]([O:43]COCC[Si](C)(C)C)[CH:38]=3)[C:32]3[C:27](=[CH:28][CH:29]=[CH:30][CH:31]=3)[CH:26]=2)=[CH:4][CH:3]=1.[F-].C([N+](CCCC)(CCCC)CCCC)CCC.Cl>FC1C=CC(C2CCNCC2OCC2C=C(OCC3C=CC=C(OCOCC[Si](C)(C)C)C=3)C3C(=CC=CC=3)C=2)=CC=1.O1CCCC1.CO>[F:1][C:2]1[CH:7]=[CH:6][C:5]([CH:8]2[CH2:13][CH2:12][NH:11][CH2:10][CH:9]2[O:23][CH2:24][C:25]2[CH:34]=[C:33]([O:35][CH2:36][C:37]3[CH:42]=[CH:41][CH:40]=[C:39]([OH:43])[CH:38]=3)[C:32]3[C:27](=[CH:28][CH:29]=[CH:30][CH:31]=3)[CH:26]=2)=[CH:4][CH:3]=1 |f:1.2,4.5|. Reported procedure: From 2-trimethylsilylethyl (3RS,4RS)-4-(4-fluorophenyl)-3-[4-[3-(2-trimethylsilyl-ethoxymethoxy)-benzyloxy]-naphthalen-2-ylmethoxy]-piperidine-1-carboxylate there was obtained in analogy to the procedure described in Example 1 (e) by cleavage of the 2-trimethylsilylethyl carbamate with tetrabutylammonium fluoride in tetrahydrofuran (3RS, 4RS)-4-(4-fluorophenyl)-3-[4-[3-(2-trimethylsilyl-ethoxymethoxy)-benzyloxy]-naphthalen-2-ylmethoxy]-piperidine, MS: 588 (M+H)+, as a light yellow oil, from whic...